This data is from the Open Reaction Database (ORD), a public repository of structured organic reaction records. The task is: describe an organic reaction: reactants, conditions, products, and yield As a reaction SMILES: [CH2:1]([O:3][C:4]([C:6]1[N:7]=[C:8]([CH3:11])[S:9][CH:10]=1)=[O:5])[CH3:2].[Br:12]N1C(=O)CCC1=O.C(OOC(=O)C1C=CC=CC=1)(=O)C1C=CC=CC=1>C(Cl)(Cl)Cl>[Br:12][CH2:11][C:8]1[S:9][CH:10]=[C:6]([C:4]([O:3][CH2:1][CH3:2])=[O:5])[N:7]=1. The solvent is C(Cl)(Cl)Cl (chloroform). Procedure: 2-Methyl-4-thiazolecarboxylic acid ethyl ester (1 g) (Liebigs Ann. Chem. 1981, 623), N-bromosuccinimide (1.04 g) and a catalytic amount of benzoyl peroxide in chloroform (25 ml) was heated at reflux for 20 hours. After cooling, the reaction mixture was washed with saturated aqueous sodium bicarbonate, dried (MgSO4) and evaporated under reduced pressure. Purification was by chromatography eluting with 40% ethyl acetate in isohexane to give the product as an oil. Yield 0.5 g. The product is BrCC=1SC=C(N1)C(=O)OCC (2-Bromomethyl-4-thiazolecarboxylic acid, ethyl ester). Reactants: C(C)OC(=O)C=1N=C(SC1)C (2-Methyl-4-thiazolecarboxylic acid ethyl ester), BrN1C(CCC1=O)=O (N-bromosuccinimide), C(C1=CC=CC=C1)(=O)OOC(C1=CC=CC=C1)=O (benzoyl peroxide). Product: CCCn1c(CCCCCN)nc2ccc(C#N)cc21. As a reaction SMILES: [C:34].[CH2:1]([O:2][C:3](=[O:4])[NH:10][CH2:11][CH2:12][CH2:13][CH2:14][CH2:15][c:16]1[n:17][c:18]2[c:19]([n:20]1[CH2:21][CH2:22][CH3:23])[cH:24][c:25]([C:28]#[N:29])[cH:26][cH:27]2)[c:5]1[cH:6][cH:7][cH:8][cH:9][cH:30]1.[CH3:31][CH2:32][OH:33].[Pd:35]>>[NH2:10][CH2:11][CH2:12][CH2:13][CH2:14][CH2:15][c:16]1[n:17][c:18]2[c:19]([n:20]1[CH2:21][CH2:22][CH3:23])[cH:24][c:25]([C:28]#[N:29])[cH:26][cH:27]2. The reactants are C, CCCn1c(CCCCCNC(=O)OCc2ccccc2)nc2ccc(C#N)cc21, CCO, [Pd]. The reactants are C(CCC)[Li] (n-butyllithium), C(C)(=O)OC1C(OC2=C1C=CC=C2Br)(C)C (3-acetoxy-7-bromo-2,3-dihydro-2,2-dimethylbenzofuran), B(OC)(OC)OC (trimethyl borate). The solvent is hexanes, O1CCCC1 (tetrahydrofuran). Reaction conditions: temperature -80 celsius, time 15 minute. Product: OC1C(OC2=C1C=CC=C2B(O)O)(C)C (2,3-dihydro-3-hydroxy-2,2-dimethylbenzofuran-7-ylboronic acid). RXN SMILES: C([O:4][CH:5]1[C:9]2[CH:10]=[CH:11][CH:12]=[C:13](Br)[C:8]=2[O:7][C:6]1([CH3:16])[CH3:15])(=O)C.C([Li])CCC.[B:22](OC)([O:25]C)[O:23]C>O1CCCC1>[OH:4][CH:5]1[C:9]2[CH:10]=[CH:11][CH:12]=[C:13]([B:22]([OH:25])[OH:23])[C:8]=2[O:7][C:6]1([CH3:16])[CH3:15]. Procedure: A stirring solution of 5.7 grams (0,020 mole) of 3-acetoxy-7-bromo-2,3-dihydro-2,2-dimethylbenzofuran in 150 mL of tetrahydrofuran is cooled to -80° C., and 18.2 mL of n-butyllithium in hexanes (2.5 Molar-0.046 mole) is added dropwise during a 15 minute period, while maintaining the reaction mixture temperature at about -80° C. Upon completion of the addition, the reaction mixture is stirred at -80° C. for 15 minutes. After this time, 6.9 mL (0.061 mole) of trimethyl borate is added during a 1 m... The reactants are C1CCOC1, CCOC(C)=O, OCc1ccc(Oc2ccccc2)cc1F, BrP(Br)Br. Product: Fc1cc(Oc2ccccc2)ccc1CBr. Reaction SMILES: [CH2:27]1[O:28][CH2:29][CH2:30][CH2:31]1.[CH3:21][CH2:22][O:23][C:24]([CH3:25])=[O:26].[F:1][c:2]1[c:3]([CH2:15][OH:16])[cH:4][cH:5][c:6]([O:8][c:9]2[cH:10][cH:11][cH:12][cH:13][cH:14]2)[cH:7]1.[P:17]([Br:18])([Br:19])[Br:20]>>[F:1][c:2]1[c:3]([CH2:15][Br:18])[cH:4][cH:5][c:6]([O:8][c:9]2[cH:10][cH:11][cH:12][cH:13][cH:14]2)[cH:7]1. Starting materials: N1C=CC=2C1=NC=CC2 (1H-pyrrolo[2,3-b]pyridine), C1=CC(=CC(=C1)Cl)C(=O)OO (mCPBA). Solvent: CCOC(=O)C (EtOAc), CCOC(=O)C (EtOAc), CCOC(=O)C (EtOAc). Reaction conditions: time 3 hour. Yields the product N1C=CC=2C1=NC=CC2 (1H-Pyrrolo[2,3-b]pyridine), [NH+]1(C=CC=2C1=NC=CC2)[O-] (1H-pyrrolo[2,3-b]pyridine 1-oxide), C1=CC(=CC(=C1)Cl)C(=O)O (mCBA). As a reaction SMILES: [NH:1]1[C:5]2=[N:6][CH:7]=[CH:8][CH:9]=[C:4]2[CH:3]=[CH:2]1.[CH:10]1[CH:15]=[C:14]([Cl:16])[CH:13]=[C:12]([C:17]([O:19]O)=[O:18])[CH:11]=1>CCOC(C)=O>[NH:1]1[C:5]2=[N:6][CH:7]=[CH:8][CH:9]=[C:4]2[CH:3]=[CH:2]1.[NH+:1]1([O-:18])[C:5]2=[N:6][CH:7]=[CH:8][CH:9]=[C:4]2[CH:3]=[CH:2]1.[CH:10]1[CH:15]=[C:14]([Cl:16])[CH:13]=[C:12]([C:17]([OH:19])=[O:18])[CH:11]=1. Procedure details: The title compound was prepared according to the procedure described in WO2003082289A1. A solution of 1H-pyrrolo[2,3-b]pyridine (10.0 g, 84.6 mmol) in EtOAc (846 ml, 84.6 mmol) was cooled to 0° C. To the cold solution was added a solution of mCPBA (103 mmol, 23.1 g, 77% pure) in 53 mL of EtOAc over a period of 1.5 h. An additonal 100 mL of EtOAc was added to dilute the reaction. The residual of mCPBA was washed into the reaction mixture by an additional portion of EtOAc (25 mL). A lot of solid p... Starting materials: BrC1=C2CC[C@H](C2=C(C=C1)F)OC1=CC2=C([C@@H](CO2)CC(=O)OC)C=C1 (Methyl 2-((S)-6-((R)-4-bromo-7-fluoro-2,3-dihydro-1H-inden-1-yloxy)-2,3-dihydrobenzofuran-3-yl)acetate), C([O-])([O-])=O.[Cs+].[Cs+] (caesium carbonate), BrC1=C2CC[C@H](C2=C(C=C1)F)OC1=CC2=C([C@@H](CO2)CC(=O)OC)C=C1 (Methyl 2-((S)-6-((R)-4-bromo-7-fluoro-2,3-dihydro-1H-inden-1-yloxy)-2,3-dihydrobenzofuran-3-yl)acetate), CC1=C(C(=CC(=C1)OCCCS(=O)(=O)C)C)B1OC(C(O1)(C)C)(C)C (2-(2,6-dimethyl-4-(3-(methylsulfonyl)propoxy)phenyl)-4,4,5,5-tetramethyl-1,3,2-dioxaborolane). The reagents and catalysts are C1(=CC=CC=C1)P([C-]1C=CC=C1)C1=CC=CC=C1.[C-]1(C=CC=C1)P(C1=CC=CC=C1)C1=CC=CC=C1.[Fe+2] (1,1′-bis(diphenylphosphino)-ferrocene), Cl[Pd]Cl.C1(=CC=CC=C1)P([C-]1C=CC=C1)C1=CC=CC=C1.[C-]1(C=CC=C1)P(C1=CC=CC=C1)C1=CC=CC=C1.[Fe+2] ([1,1′-bis(diphenylphosphino)-ferrocene]-dichloropalladium-(II)). Run in C1(=CC=CC=C1)C (toluene). Reaction conditions: temperature 120 celsius. Product: CC1=C(C(=CC(=C1)OCCCS(=O)(=O)C)C)C1=C2CC[C@H](C2=C(C=C1)F)OC1=CC2=C([C@@H](CO2)CC(=O)OC)C=C1 (Methyl 2-((S)-6-((R)-4-(2,6-dimethyl-4-(3-(methylsulfonyl)propoxy)phenyl)-7-fluoro-2,3-dihydro-1H-inden-1-yloxy)-2,3-dihydrobenzofuran-3-yl)acetate). The yield is 20.3%. Reaction SMILES: Br[C:2]1[CH:10]=[CH:9][C:8]([F:11])=[C:7]2[C:3]=1[CH2:4][CH2:5][C@H:6]2[O:12][C:13]1[CH:26]=[CH:25][C:16]2[C@H:17]([CH2:20][C:21]([O:23][CH3:24])=[O:22])[CH2:18][O:19][C:15]=2[CH:14]=1.[CH3:27][C:28]1[CH:33]=[C:32]([O:34][CH2:35][CH2:36][CH2:37][S:38]([CH3:41])(=[O:40])=[O:39])[CH:31]=[C:30]([CH3:42])[C:29]=1B1OC(C)(C)C(C)(C)O1.C(=O)([O-])[O-].[Cs+].[Cs+]>C1(C)C=CC=CC=1.Cl[Pd]Cl.C1(P(C2C=CC=CC=2)[C-]2C=CC=C2)C=CC=CC=1.[C-]1(P(C2C=CC=CC=2)C2C=CC=CC=2)C=CC=C1.[Fe+2].C1(P(C2C=CC=CC=2)[C-]2C=CC=C2)C=CC=CC=1.[C-]1(P(C2C=CC=CC=2)C2C=CC=CC=2)C=CC=C1.[Fe+2]>[CH3:42][C:30]1[CH:31]=[C:32]([O:34][CH2:35][CH2:36][CH2:37][S:38]([CH3:41])(=[O:39])=[O:40])[CH:33]=[C:28]([CH3:27])[C:29]=1[C:2]1[CH:10]=[CH:9][C:8]([F:11])=[C:7]2[C:3]=1[CH2:4][CH2:5][C@H:6]2[O:12][C:13]1[CH:26]=[CH:25][C:16]2[C@H:17]([CH2:20][C:21]([O:23][CH3:24])=[O:22])[CH2:18][O:19][C:15]=2[CH:14]=1 |f:2.3.4,6.7.8.9,10.11.12|. Reported procedure: Methyl 2-((S)-6-((R)-4-bromo-7-fluoro-2,3-dihydro-1H-inden-1-yloxy)-2,3-dihydrobenzofuran-3-yl)acetate [intermediate 1, step 3] (32 mg), 2-(2,6-dimethyl-4-(3-(methylsulfonyl)propoxy)phenyl)-4,4,5,5-tetramethyl-1,3,2-dioxaborolane (42 mg), [1,1′-bis(diphenylphosphino)-ferrocene]-dichloropalladium-(II) (6 mg), 1,1′-bis(diphenylphosphino)-ferrocene (4 mg) and caesium carbonate (50 mg) are suspended in toluene (2 mL) and degassed for 5 minutes with a flow of nitrogen. The mixture is heated under mic...